Task: describe an organic reaction: reactants, conditions, products, and yield. Dataset: the Open Reaction Database (ORD), a public repository of structured organic reaction records The reactants are O (water), NC=1C2=CC=CC=C2N=C2CCCC(C12)SCC(=O)OC (methyl [(9-amino-1,2,3,4-tetrahydroacridin-1-yl)thio]acetate), CI (methyl iodide), CC(C)([O-])C.[K+] (potassium t-butoxide). Run in O1CCCC1 (tetrahydrofuran). Run at time 30 minute. Product: CN1C(CSC2C=3C1=C1C=CC=CC1=NC3CCC2)=O (1,3,4a,5,6,7-hexahydro-1-methyl-2H-quino-[4,3,2-ef][1,4]benzthiazepin-2-one). Yield: 71.9%. As a reaction SMILES: [NH2:1][C:2]1[C:3]2[C:8]([N:9]=[C:10]3[C:15]=1[CH:14]([S:16][CH2:17][C:18]([O:20]C)=O)[CH2:13][CH2:12][CH2:11]3)=[CH:7][CH:6]=[CH:5][CH:4]=2.[CH3:22]C(C)([O-])C.[K+].CI.O>O1CCCC1>[CH3:22][N:1]1[C:2]2=[C:3]3[C:8](=[N:9][C:10]4[CH2:11][CH2:12][CH2:13][CH:14]([C:15]=42)[S:16][CH2:17][C:18]1=[O:20])[CH:7]=[CH:6][CH:5]=[CH:4]3 |f:1.2|. Procedure details: To a mixture of methyl [(9-amino-1,2,3,4-tetrahydroacridin-1-yl)thio]acetate (5.06 g) in tetrahydrofuran (100 ml) was added potassium t-butoxide (2.3 g). The mixture was stirred for 30 mins and methyl iodide (1.6 ml) was added. Stirring was continued for 2 hrs, and the reaction mixture was poured into water. The aqueous phase was extracted three times with ethyl acetate. The combined organic extracts were purified by flash chromatography (ethyl acetate/dichloromethane) to give 3.42 g (72%) of th... Reactants: C(C)(C)C1=NN2C(C=CC=C2)=C1 (2-isopropylpyrazolo[1,5-a]pyridine), BrBr (bromine), S([O-])(O)=O.[Na+] (sodium bisulfite). The solvent is C(Cl)(Cl)Cl (chloroform). The product is C(C)(C)C1=NN2C(C=CC=C2)=C1Br (2-isopropyl-3-bromopyrazolo[1,5-a]pyridine). RXN SMILES: [CH:1]([C:4]1[CH:12]=[C:7]2[CH:8]=[CH:9][CH:10]=[CH:11][N:6]2[N:5]=1)([CH3:3])[CH3:2].[Br:13]Br.S(=O)(O)[O-].[Na+]>C(Cl)(Cl)Cl>[CH:1]([C:4]1[C:12]([Br:13])=[C:7]2[CH:8]=[CH:9][CH:10]=[CH:11][N:6]2[N:5]=1)([CH3:3])[CH3:2] |f:2.3|. Procedure: To a solution of 50 g of 2-isopropylpyrazolo[1,5-a]pyridine in 300 ml of chloroform were added about 20 ml of bromine until the solution became faintly yellow under stirring and cooling to 5°-15° C. After the addition was completed, the mixture was stirred at room temperature for 30 minutes, then poured into aqueous 10% sodium bisulfite solution and extracted with chloroform. The chloroform layer was washed with aqueous 10% sodium hydroxide and then water, dried over anhydrous sodium sulfate, an...